Dataset: the Open Reaction Database (ORD), a public repository of structured organic reaction records. Task: describe an organic reaction: reactants, conditions, products, and yield The reactants are OC(=O)CCCC[C@@H]1SC[C@@H]2NC(=O)N[C@H]12 (biotin), C1=CC(=C[N+](=C1)[C@H]2[C@@H]([C@@H]([C@H](O2)COP(=O)(O)OP(=O)(O)OC[C@@H]3[C@H]([C@H]([C@@H](O3)N4C=NC5=C4N=CN=C5NCCN)O)O)O)[O-])C(=O)N (nicotinamide 6-(2-aminoethylamino) purine dinucleotide), C1(CCCCC1)N=C=NCCN1CCOCC1 (1-cyclohexyl-3-(2-morpholinoethyl)-carbodiimide), CC=1C=CC(=CC1)S(=O)(=O)O (p-toluene sulfonate), OC(=O)CCCC[C@@H]1SC[C@@H]2NC(=O)N[C@H]12 (biotin), Cl (hydrochloric acid). Reagents/catalysts: [OH-].[Na+] (sodium hydroxide). Solvent: O (water), CC(=O)C (acetone). Reaction conditions: time 5 hour. The product is C1=CC(=C[N+](=C1)[C@H]2[C@@H]([C@@H]([C@H](O2)COP(=O)([O-])OP(=O)(O)OC[C@@H]3[C@H]([C@H]([C@@H](O3)N4C=NC5=C4N=CN=C5N)O)O)O)O)C(=O)N.OC(=O)CCCC[C@@H]1SC[C@@H]2NC(=O)N[C@H]12 (nicotinamide adenine dinucleotide biotin). As a reaction SMILES: [OH:1][C:2]([CH2:4][CH2:5][CH2:6][CH2:7][C@H:8]1[C@@H:16]2[C@@H:11]([NH:12][C:13]([NH:15]2)=[O:14])[CH2:10][S:9]1)=[O:3].[CH:17]1[CH:22]=[N+:21]([C@@H:23]2[O:27][C@H:26]([CH2:28][O:29][P:30]([O:33][P:34]([O:37][CH2:38][C@H:39]3[O:43][C@@H:42]([N:44]4[C:48]5[N:49]=[CH:50][N:51]=[C:52]([NH:53]CCN)[C:47]=5[N:46]=[CH:45]4)[C@H:41]([OH:57])[C@@H:40]3[OH:58])([OH:36])=[O:35])([OH:32])=[O:31])[C@@H:25]([OH:59])[C@H:24]2[O-:60])[CH:20]=[C:19]([C:61]([NH2:63])=[O:62])[CH:18]=1.C1(N=C=NCCN2CCOCC2)CCCCC1.CC1C=CC(S(O)(=O)=O)=CC=1.Cl>O.[OH-].[Na+].CC(C)=O>[CH:17]1[CH:22]=[N+:21]([C@@H:23]2[O:27][C@H:26]([CH2:28][O:29][P:30]([O:33][P:34]([O:37][CH2:38][C@H:39]3[O:43][C@@H:42]([N:44]4[C:48]5[N:49]=[CH:50][N:51]=[C:52]([NH2:53])[C:47]=5[N:46]=[CH:45]4)[C@H:41]([OH:57])[C@@H:40]3[OH:58])([OH:36])=[O:35])([O-:32])=[O:31])[C@@H:25]([OH:59])[C@H:24]2[OH:60])[CH:20]=[C:19]([C:61]([NH2:63])=[O:62])[CH:18]=1.[OH:3][C:2]([CH2:4][CH2:5][CH2:6][CH2:7][C@H:8]1[C@@H:16]2[C@@H:11]([NH:12][C:13]([NH:15]2)=[O:14])[CH2:10][S:9]1)=[O:1] |f:6.7,9.10|. Procedure details: A 16 mg quantity of biotin was suspended in 1 ml of water containing 22 mg of nicotinamide 6-(2-aminoethylamino) purine dinucleotide prepared as in Example 1. A few drops of 0.1 N sodium hydroxide was added to aid dissolution of the biotin. A 240 mg quantity of 1-cyclohexyl-3-(2-morpholinoethyl)-carbodiimide metho-p-toluene sulfonate was added to the resulting solution and brought into solution by dropwise addition of 0.1 N hydrochloric acid. The reaction mixture was allowed to incubate at room ... Starting materials: CC1=C(C=CC(=C1)N1C(CCC1)=O)C1=CC=C(C=C1)C(=O)O (2'-methyl-4'-(2-oxopyrrolidin-1-yl)biphenyl-4-carboxylic acid), IC (iodomethane), C([O-])([O-])=O.[K+].[K+] (potassium carbonate). Run in CN(C)C=O (DMF). The product is CC1=C(C=CC(=C1)N1C(CCC1)=O)C1=CC=C(C=C1)C(=O)OC (Methyl 2'-methyl-4'-(2-oxopyrrolidin-1-yl)biphenyl-4-carboxylate). As a reaction SMILES: [CH3:1][C:2]1[CH:7]=[C:6]([N:8]2[CH2:12][CH2:11][CH2:10][C:9]2=[O:13])[CH:5]=[CH:4][C:3]=1[C:14]1[CH:19]=[CH:18][C:17]([C:20]([OH:22])=[O:21])=[CH:16][CH:15]=1.IC.[C:25](=O)([O-])[O-].[K+].[K+]>CN(C=O)C>[CH3:1][C:2]1[CH:7]=[C:6]([N:8]2[CH2:12][CH2:11][CH2:10][C:9]2=[O:13])[CH:5]=[CH:4][C:3]=1[C:14]1[CH:15]=[CH:16][C:17]([C:20]([O:22][CH3:25])=[O:21])=[CH:18][CH:19]=1 |f:2.3.4|. Reported procedure: The title compound was prepared from 2'-methyl-4'-(2-oxopyrrolidin-1-yl)biphenyl-4-carboxylic acid (D13) by stirring a DMF solution together with iodomethane and potassium carbonate for 3 hours, followed by dilution with water and extraction into ethyl acetate. Reactants: C1(=CC=CC=C1)C(C(=O)O)C1CCCC1 (α-phenylcyclopentaneacetic acid), CN(C=O)C (dimethylformamide), C(C(=O)Cl)(=O)Cl (oxalyl chloride). The solvent is C(Cl)Cl (methylene chloride). Run at time 45 minute. The product is C1(=CC=CC=C1)C(C(=O)Cl)C1CCCC1 (α-phenylcyclopentaneacetyl chloride). As a reaction SMILES: [C:1]1([CH:7]([CH:11]2[CH2:15][CH2:14][CH2:13][CH2:12]2)[C:8](O)=[O:9])[CH:6]=[CH:5][CH:4]=[CH:3][CH:2]=1.CN(C)C=O.C(Cl)(=O)C([Cl:24])=O>C(Cl)Cl>[C:1]1([CH:7]([CH:11]2[CH2:15][CH2:14][CH2:13][CH2:12]2)[C:8]([Cl:24])=[O:9])[CH:6]=[CH:5][CH:4]=[CH:3][CH:2]=1. Procedure: To a stirred solution of α-phenylcyclopentaneacetic acid (422 mg; 2.0 mmol) and a catalytic amount of dry dimethylformamide (ca. 20 uL) in 5 mL of dry methylene chloride under nitrogen at room temperature was added oxalyl chloride (1.5 mL of 2.0 M solution in methylene chloride) dropwise. After 45 minutes, the mixture was concentrated in vacuo to give crude α-phenylcyclopentaneacetyl chloride which was used immediately for Step 2.